Dataset: the Open Reaction Database (ORD), a public repository of structured organic reaction records. Task: describe an organic reaction: reactants, conditions, products, and yield Procedure details: Combine 1-(3,4,5-trimethoxybenzoyl)-3-(2-(4-(1H-benzimidazol-2-yl-amino)piperidin-1-yl)ethyl)-3-(3,4-difluorophenyl)pyrrolidine (0.145 g, 0.23 mmol) and tetrahydrofuran (5 mL). Cool to −78° C. using a dry-ice/acetone bath. Add a solution of s-butyl lithium (0.22 mL, 1.3 M in hexane, 0.28 mmol). After 30 minutes, add acrylonitrile (0.015 g, 0.28 mmol). Allow to warm to ambient temperature and then heat to reflux. After 12 hours, add water and separate the layers. Extract the aqueous layer three t... Solvent: CO (methanol), O (water). The reactants are COC=1C=C(C(=O)N2CC(CC2)(C2=CC(=C(C=C2)F)F)CCN2CCC(CC2)NC2=NC3=C(N2)C=CC=C3)C=C(C1OC)OC (1-(3,4,5-trimethoxybenzoyl)-3-(2-(4-(1H-benzimidazol-2-yl-amino)piperidin-1-yl)ethyl)-3-(3,4-difluorophenyl)pyrrolidine), C(C=C)#N (acrylonitrile), O1CCCC1 (tetrahydrofuran), C(C)(CC)[Li] (s-butyl lithium). RXN SMILES: [CH3:1][O:2][C:3]1[CH:4]=[C:5]([CH:39]=[C:40]([O:44][CH3:45])[C:41]=1[O:42][CH3:43])[C:6]([N:8]1[CH2:12][CH2:11][C:10]([CH2:21][CH2:22][N:23]2[CH2:28][CH2:27][CH:26]([NH:29][C:30]3[NH:34][C:33]4[CH:35]=[CH:36][CH:37]=[CH:38][C:32]=4[N:31]=3)[CH2:25][CH2:24]2)([C:13]2[CH:18]=[CH:17][C:16]([F:19])=[C:15]([F:20])[CH:14]=2)[CH2:9]1)=[O:7].O1CCCC1.C([Li])(CC)C.[C:56](#[N:59])[CH:57]=[CH2:58]>CO.O>[CH3:45][O:44][C:40]1[CH:39]=[C:5]([CH:4]=[C:3]([O:2][CH3:1])[C:41]=1[O:42][CH3:43])[C:6]([N:8]1[CH2:12][CH2:11][C:10]([CH2:21][CH2:22][N:23]2[CH2:28][CH2:27][CH:26]([NH:29][C:30]3[N:31]([CH2:58][CH2:57][C:56]#[N:59])[C:32]4[CH:38]=[CH:37][CH:36]=[CH:35][C:33]=4[N:34]=3)[CH2:25][CH2:24]2)([C:13]2[CH:18]=[CH:17][C:16]([F:19])=[C:15]([F:20])[CH:14]=2)[CH2:9]1)=[O:7]. Run at temperature -78 celsius, time 30 minute. Product: COC=1C=C(C(=O)N2CC(CC2)(C2=CC(=C(C=C2)F)F)CCN2CCC(CC2)NC2=NC3=C(N2CCC#N)C=CC=C3)C=C(C1OC)OC (1-(3,4,5-trimethoxybenzoyl)-3-(2-(4-(1-(2-cyanoethyl)-1H-benzimidazol-2-yl-amino)piperidin-1-yl)ethyl)-3-(3,4-difluorophenyl)pyrrolidine). Reactants: ClC1=C(C=CC(=C1)Cl)CNC1=C(C(=O)NCC(=O)OCC)C=C(C=C1)OC (ethyl (2-((2,4-dichlorophenyl)methyl)amino-5-methoxybenzoyl)aminoacetate), N,N'-carbonyldiimidazole, O1CCOCC1 (dioxane). Run at temperature 140 celsius. Yields the product ClC1=C(C=CC(=C1)Cl)CN1C(N(C(C2=CC(=CC=C12)OC)=O)CC(=O)OCC)=O (Ethyl 1-(2,4-dichlorophenyl)methyl-6-methoxy-1,4-dihydro-2,4-dioxo-3(2H)-quinazolineacetate). As a reaction SMILES: [Cl:1][C:2]1[CH:7]=[C:6]([Cl:8])[CH:5]=[CH:4][C:3]=1[CH2:9][NH:10][C:11]1[CH:25]=[CH:24][C:23]([O:26][CH3:27])=[CH:22][C:12]=1[C:13]([NH:15][CH2:16][C:17]([O:19][CH2:20][CH3:21])=[O:18])=[O:14].[O:28]1CCOC[CH2:29]1>>[Cl:1][C:2]1[CH:7]=[C:6]([Cl:8])[CH:5]=[CH:4][C:3]=1[CH2:9][N:10]1[C:11]2[C:12](=[CH:22][C:23]([O:26][CH3:27])=[CH:24][CH:25]=2)[C:13](=[O:14])[N:15]([CH2:16][C:17]([O:19][CH2:20][CH3:21])=[O:18])[C:29]1=[O:28]. Procedure details: Into 10 ml of dioxane were dissolved 5.2 g of ethyl (2-((2,4-dichlorophenyl)methyl)amino-5-methoxybenzoyl)aminoacetate and 6.2 g of N,N'-carbonyldiimidazole, and the solution was heated to 140° to 150° C. After distilled off dioxane, the mixture was further heated for 15 minutes at 140° C. After cooling, ethanol was added and the crystalline substances were collected by filtration. They were recrystallized from ethanol to obtain 2,8 g of title compound. m.p. 167°-168° C. Starting materials: C(C1=CC=CC=C1)N1CC2=C(N=CN=C2Cl)CC1 (6-Benzyl-4-chloro-5,6,7,8-tetrahydropyrido[4,3-d]pyrimidine), C(C)(C)(C)C1=CC=C(C=N1)N (6-tert-butyl-pyridin-3-ylamine), Compound 1A, C(C1=CC=CC=C1)N1CC2=C(N=CN=C2Cl)CC1 (6-Benzyl-4-chloro-5,6,7,8-tetrahydropyrido[4,3-d]pyrimidine). Yields the product C(C1=CC=CC=C1)N1CC2=C(N=CN=C2NC=2C=NC(=CC2)C(C)(C)C)CC1 ((6-Benzyl-5,6,7,8-tetrahydro-pyrido[4,3-d]pyrimidin-4-yl)-(6-tert-butyl-pyridin-3-yl)-amine), N-benzyl. As a reaction SMILES: [CH2:1]([N:8]1[CH2:18][CH2:17][C:11]2[N:12]=[CH:13][N:14]=[C:15](Cl)[C:10]=2[CH2:9]1)[C:2]1[CH:7]=[CH:6][CH:5]=[CH:4][CH:3]=1.[C:19]([C:23]1[N:28]=[CH:27][C:26]([NH2:29])=[CH:25][CH:24]=1)([CH3:22])([CH3:21])[CH3:20]>>[CH2:1]([N:8]1[CH2:18][CH2:17][C:11]2[N:12]=[CH:13][N:14]=[C:15]([NH:29][C:26]3[CH:27]=[N:28][C:23]([C:19]([CH3:22])([CH3:21])[CH3:20])=[CH:24][CH:25]=3)[C:10]=2[CH2:9]1)[C:2]1[CH:7]=[CH:6][CH:5]=[CH:4][CH:3]=1. Procedure details: The title compound was prepared substantially according to the procedure given for Compound 1A, using 6-benzyl-4-chloro-5,6,7,8-tetrahydropyrido[4,3-d]pyrimidine (Intermediate 2), and 6-tert-butyl-pyridin-3-ylamine to give the desired N-benzyl intermediate as a brown solid.